This data is from the Open Reaction Database (ORD), a public repository of structured organic reaction records. The task is: describe an organic reaction: reactants, conditions, products, and yield Reactants: aqueous solution, OO (hydrogen peroxide), OO (hydrogen peroxide), C(O)([O-])=O.[Na+] (sodium hydrogen carbonate), C(C)(C)(C)OC(=O)CCC1(C(CCCC1)=O)C(=O)OCC (2-[2-(tert-butoxycarbonyl)ethyl]-2-ethoxycarbonylcyclohexanone), C(O)([O-])=O.[Na+] (sodium hydrogen carbonate), aqueous solution. The solvent is C(C)(C)(C)O (tert-butanol). Reaction conditions: temperature 40 celsius, time 20 hour. The product is C(C)(C)(C)OC(=O)CCC1(CCCC1)C(=O)O (1-[2-(tert-Butoxycarbonyl)ethyl]-1-cyclopentanecarboxylic acid). Isolated yield 44.6%. Reaction SMILES: [C:1]([O:5][C:6]([CH2:8][CH2:9][C:10]1([C:17]([O:19]CC)=[O:18])[CH2:15][CH2:14][CH2:13][CH2:12]C1=O)=[O:7])([CH3:4])([CH3:3])[CH3:2].C(=O)([O-])O.[Na+].OO>C(O)(C)(C)C>[C:1]([O:5][C:6]([CH2:8][CH2:9][C:10]1([C:17]([OH:19])=[O:18])[CH2:15][CH2:14][CH2:13][CH2:12]1)=[O:7])([CH3:2])([CH3:3])[CH3:4] |f:1.2|. Procedure: To a suspension of 2-[2-(tert-butoxycarbonyl)ethyl]-2-ethoxycarbonylcyclohexanone (see Preparation 10) (1.0 g, 3.35 mmol) and sodium hydrogen carbonate (0.281 g, 3.35 mmol) in tert-butanol (2.0 ml) was added, in four portions over a period of 1.5 hours, a 30% aqueous solution of hydrogen peroxide (4×0.11 ml, 4.0 mmol) at 40° C. The mixture was stirred at 40° C. for 20 hours. A fifth charge of a 30% aqueous solution of hydrogen peroxide (0.11 ml) and a further quantity of sodium hydrogen carbonat... The reactants are C1COCCO1, CC(=O)O, [Li+], [OH-], O, O, COC(=O)CC1(CCN2CCC(N(C(=O)c3ccco3)c3ccc(C)cc3)CC2)CCCCC1. Product: Cc1ccc(N(C(=O)c2ccco2)C2CCN(CCC3(CC(=O)O)CCCCC3)CC2)cc1. Reaction SMILES: [CH2:38]1[O:39][CH2:40][CH2:41][O:42][CH2:43]1.[CH3:44][C:45](=[O:46])[OH:47].[Li+:37].[OH-:36].[OH2:35].[OH2:48].[c:1]1([CH3:34])[cH:2][cH:3][c:4]([N:7]([C:8](=[O:9])[c:10]2[o:11][cH:12][cH:13][cH:14]2)[CH:15]2[CH2:16][CH2:17][N:18]([CH2:21][CH2:22][C:23]3([CH2:29][C:30](=[O:31])[O:32][CH3:33])[CH2:24][CH2:25][CH2:26][CH2:27][CH2:28]3)[CH2:19][CH2:20]2)[cH:5][cH:6]1>>[c:1]1([CH3:34])[cH:2][cH:3][c:4]([N:7]([C:8](=[O:9])[c:10]2[o:11][cH:12][cH:13][cH:14]2)[CH:15]2[CH2:16][CH2:17][N:18]([CH2:21][CH2:22][C:23]3([CH2:29][C:30](=[O:31])[OH:32])[CH2:24][CH2:25][CH2:26][CH2:27][CH2:28]3)[CH2:19][CH2:20]2)[cH:5][cH:6]1. Starting materials: C[S-], COc1cc2ccncc2cc1-c1ccccn1, CN(C)C=O, [Na+]. Yields the product Oc1cc2ccncc2cc1-c1ccccn1. RXN SMILES: [CH3:19][S-:20].[CH3:1][O:2][c:3]1[cH:4][c:5]2[cH:6][cH:7][n:8][cH:9][c:10]2[cH:11][c:12]1-[c:13]1[n:14][cH:15][cH:16][cH:17][cH:18]1.[CH3:22][N:23]([CH3:24])[CH:25]=[O:26].[Na+:21]>>[OH:2][c:3]1[cH:4][c:5]2[cH:6][cH:7][n:8][cH:9][c:10]2[cH:11][c:12]1-[c:13]1[n:14][cH:15][cH:16][cH:17][cH:18]1.